From a dataset of the Open Reaction Database (ORD), a public repository of structured organic reaction records. describe an organic reaction: reactants, conditions, products, and yield Starting materials: ClC(Cl)Cl, O=c1cc[nH]c(=O)n1CCO, O=S(Cl)Cl. Product: O=c1cc[nH]c(=O)n1CCCl. Reaction SMILES: [Cl:16][CH:17]([Cl:18])[Cl:19].[OH:1][CH2:2][CH2:3][n:4]1[c:5](=[O:11])[nH:6][cH:7][cH:8][c:9]1=[O:10].[S:12]([Cl:13])([Cl:14])=[O:15]>>[CH2:2]([CH2:3][n:4]1[c:5](=[O:11])[nH:6][cH:7][cH:8][c:9]1=[O:10])[Cl:14]. The reactants are Cl.FC=1C=CC(=C(C1)[C@@H](C)N)C(F)(F)F ((R)-1-(5-fluoro-2-(trifluoromethyl)phenyl)ethanamine hydrochloride), C(C)(C)(C)OC(=O)C1=C(C=CC=C1)C1=CC=C(C=C1)CN1C(=C(C2=CC(=CC=C12)C(=O)O)C)C (1-((2′-(tert-butoxycarbonyl)-[1,1′-biphenyl]-4-yl)methyl)-2,3-dimethyl-1H-indole-5-carboxylic acid). The product is FC=1C=CC(=C(C1)[C@@H](C)NC(=O)C=1C=C2C(=C(N(C2=CC1)CC1=CC=C(C=C1)C=1C(=CC=CC1)C(=O)O)C)C)C(F)(F)F ((R)-4′-((5-((1-(5-fluoro-2-(trifluoromethyl)phenyl)ethyl)carbamoyl)-2,3-dimethyl-1H-indol-1-yl)methyl)-[1,1′-biphenyl]-2-carboxylic acid). RXN SMILES: Cl.[F:2][C:3]1[CH:4]=[CH:5][C:6]([C:12]([F:15])([F:14])[F:13])=[C:7]([C@H:9]([NH2:11])[CH3:10])[CH:8]=1.C([O:20][C:21]([C:23]1[CH:28]=[CH:27][CH:26]=[CH:25][C:24]=1[C:29]1[CH:34]=[CH:33][C:32]([CH2:35][N:36]2[C:44]3[C:39](=[CH:40][C:41]([C:45](O)=[O:46])=[CH:42][CH:43]=3)[C:38]([CH3:48])=[C:37]2[CH3:49])=[CH:31][CH:30]=1)=[O:22])(C)(C)C>>[F:2][C:3]1[CH:4]=[CH:5][C:6]([C:12]([F:13])([F:14])[F:15])=[C:7]([C@H:9]([NH:11][C:45]([C:41]2[CH:40]=[C:39]3[C:44](=[CH:43][CH:42]=2)[N:36]([CH2:35][C:32]2[CH:31]=[CH:30][C:29]([C:24]4[C:23]([C:21]([OH:22])=[O:20])=[CH:28][CH:27]=[CH:26][CH:25]=4)=[CH:34][CH:33]=2)[C:37]([CH3:49])=[C:38]3[CH3:48])=[O:46])[CH3:10])[CH:8]=1 |f:0.1|. Reported procedure: The title compound was prepared following the same general protocol as described in Step 8-9, Example 1, using the (R)-1-(5-fluoro-2-(trifluoromethyl)phenyl)ethanamine hydrochloride and the 1-((2′-(tert-butoxycarbonyl)-[1,1′-biphenyl]-4-yl)methyl)-2,3-dimethyl-1H-indole-5-carboxylic acid. ESI-MS (m/z): 589 [M+H]+. Starting materials: Br.N1=C(C=CC=C1)C#CCBr (3-(2-pyridyl)prop-2-yn-1-yl bromide hydrobromide), FC=1C=C(C=C(C1)C(CC)(OC)C=1SC=CN1)O (2-[1(5-fluoro-3-hydroxyphenyl)-1-methoxypropyl]thiazole). The product is FC=1C=C(C=C(C1)C(CC)(OC)C=1SC=CN1)OCC#CC1=NC=CC=C1 (2-[1-[5-fluoro-3-(3 (2-pyridyl)prop-2-yn-1-yloxy)phenyl]-1-methoxypropyl]-thiazole). The yield is 54.0%. As a reaction SMILES: Br.[N:2]1[CH:7]=[CH:6][CH:5]=[CH:4][C:3]=1[C:8]#[C:9][CH2:10]Br.[F:12][C:13]1[CH:14]=[C:15]([OH:29])[CH:16]=[C:17]([C:19]([C:24]2[S:25][CH:26]=[CH:27][N:28]=2)([O:22][CH3:23])[CH2:20][CH3:21])[CH:18]=1>>[F:12][C:13]1[CH:14]=[C:15]([O:29][CH2:10][C:9]#[C:8][C:3]2[CH:4]=[CH:5][CH:6]=[CH:7][N:2]=2)[CH:16]=[C:17]([C:19]([C:24]2[S:25][CH:26]=[CH:27][N:28]=2)([O:22][CH3:23])[CH2:20][CH3:21])[CH:18]=1 |f:0.1|. Procedure: Using a similar procedure to that described in Example 8, 3-(2-pyridyl)prop-2-yn-1-yl bromide hydrobromide was reacted with 2-[1(5-fluoro-3-hydroxyphenyl)-1-methoxypropyl]thiazole to give 2-[1-[5-fluoro-3-(3 (2-pyridyl)prop-2-yn-1-yloxy)phenyl]-1-methoxypropyl]-thiazole in 54% yield, as an oil. Starting materials: B1NBNBN1, CC#CC. The product is CCC=CB1NBNBN1. Reaction SMILES: [BH:1]1[NH:2][BH:3][NH:4][BH:5][NH:6]1.[CH3:7][C:8]#[C:9][CH3:10]>>[B:1]1([CH:7]=[CH:8][CH2:9][CH3:10])[NH:2][BH:3][NH:4][BH:5][NH:6]1. The reactants are C(C1=CC=CC=C1)OC=1C=CC=C2C=CNC12 (7-benzyloxyindole). The reagents and catalysts are [Pd] (palladium on carbon). The solvent is CCO (EtOH). Product: OC=1C=CC=C2C=CNC12 (7-hydroxyindole). RXN SMILES: C([O:8][C:9]1[CH:10]=[CH:11][CH:12]=[C:13]2[C:17]=1[NH:16][CH:15]=[CH:14]2)C1C=CC=CC=1>[Pd].CCO>[OH:8][C:9]1[CH:10]=[CH:11][CH:12]=[C:13]2[C:17]=1[NH:16][CH:15]=[CH:14]2. Reported procedure: Furthermore, 7-benzyloxyindole (404 mg, 1.81 mmol) was hydrogenated over 10% palladium on carbon (40 mg) in EtOH (4.2 mL) at ambient temperature under atmosphere pressure for 6 h. The catalyst was filtered off and washed with EtOH. The filtrate was concentrated to give 7-hydroxyindole as pale purple crystals, which was rapidly and directly used for the next reaction.